From a dataset of the Open Reaction Database (ORD), a public repository of structured organic reaction records. describe an organic reaction: reactants, conditions, products, and yield Starting materials: C(C)(C)Br (Isopropyl bromide), C(=O)([O-])[O-].[K+].[K+] (K2CO3), O=CC1=CC(O)=C(OC)C=C1 (isovanillin). The solvent is CN(C)C=O (DMF), CCOCC (ether). Reaction conditions: temperature 80 celsius. The product is C(C)(C)OC=1C=C(C=O)C=CC1OC (Isovanillin isopropyl ether), oil. Yield: 100.0%. RXN SMILES: [CH:1](Br)([CH3:3])[CH3:2].C([O-])([O-])=O.[K+].[K+].[O:11]=[CH:12][C:13]1[CH:21]=[CH:20][C:17]([O:18][CH3:19])=[C:15]([OH:16])[CH:14]=1>CN(C=O)C.CCOCC>[CH:1]([O:16][C:15]1[CH:14]=[C:13]([CH:21]=[CH:20][C:17]=1[O:18][CH3:19])[CH:12]=[O:11])([CH3:3])[CH3:2] |f:1.2.3|. Procedure details: Isopropyl bromide (19.0 mL, 200 mmol) was added to a suspension of K2CO3 (42.0 g, 302 mmol) and isovanillin (23 g, 151.3 mmol) in DMF (100 gmL) and the stirring slurry heated to 80° C. for 13 h. The reaction mixture was then cooled to room temperature, diluted with ether (200 mL) and washed with H2O (4×200 mL), dried (MgSO4) and concentrated under reduced pressure giving the title compound as a slightly tan oil (29.3 g, 100%) which required no further purification. The spectra of this material a... The reactants are COC(=O)C(F)(F)F, NCCO. Product: NCCOC(=O)C(F)(F)F. Reaction SMILES: [F:1][C:2]([C:3](=[O:4])[O:5][CH3:6])([F:7])[F:8].[NH2:9][CH2:10][CH2:11][OH:12]>>[F:1][C:2]([C:3](=[O:4])[O:5][CH2:6][CH2:10][NH2:9])([F:7])[F:8].